This data is from the Open Reaction Database (ORD), a public repository of structured organic reaction records. The task is: describe an organic reaction: reactants, conditions, products, and yield The reactants are COC(=O)C1NC2=CC=CC=C2C1 (2-methoxycarbonylindoline), [OH-].[Na+] (NaOH), O (water), [H-].[H-].[H-].[H-].[Li+].[Al+3] (LiAlH4). The solvent is C1CCOC1 (THF), C(C)OCC (diethyl ether), C1CCOC1 (THF), C1CCOC1 (THF). Yields the product OCC1NC2=CC=CC=C2C1 (2-hydroxymethylindoline). Yield: 95.9%. Reaction SMILES: [H-].[H-].[H-].[H-].[Li+].[Al+3].C[O:8][C:9]([CH:11]1[CH2:19][C:18]2[C:13](=[CH:14][CH:15]=[CH:16][CH:17]=2)[NH:12]1)=O.[OH-].[Na+].O>C1COCC1.C(OCC)C>[OH:8][CH2:9][CH:11]1[CH2:19][C:18]2[C:13](=[CH:14][CH:15]=[CH:16][CH:17]=2)[NH:12]1 |f:0.1.2.3.4.5,7.8|. Procedure details: To a suspension of LiAlH4 (4.65 g, 0.122 mol) in THF (100 mL) was added dropwise 2-methoxycarbonylindoline (10.85 g, 0.0613 mol) in THF 260 mL at room temperature. The mixture was refluxed for 3.5 h and then excess reagent was decomposed by addition of aqueous THF. To the mixture was added 1N aqueous NaOH (50 mL), water (100 mL), and diethyl ether (100 mL), successively. The organic layer was separated, washed with brine, dried over magnesium sulfate, and concentrated to give 8.77 g of 2-hydroxy... Starting materials: C(=O)NC=1SC(=CN1)C(C(=O)O)=O ((2-formamidothiazol-5-yl)glyoxylic acid), Cl.O(C)N (methoxylamine hydrochloride), C([O-])(O)=O.[Na+] (sodium bicarbonate). The solvent is O (water), O (water). Run at time 4.7 hour. The product is C(=O)NC=1SC(=CN1)C(C(=O)O)=NOC (2-(2-formamidothiazol-5-yl)-2-methoxyiminoacetic acid). Isolated yield 32.7%. Reaction SMILES: [CH:1]([NH:3][C:4]1[S:5][C:6]([C:9](=O)[C:10]([OH:12])=[O:11])=[CH:7][N:8]=1)=[O:2].Cl.[O:15]([NH2:17])[CH3:16].C(=O)(O)[O-].[Na+]>O>[CH:1]([NH:3][C:4]1[S:5][C:6]([C:9](=[N:17][O:15][CH3:16])[C:10]([OH:12])=[O:11])=[CH:7][N:8]=1)=[O:2] |f:1.2,3.4|. Procedure: A suspension of (2-formamidothiazol-5-yl)glyoxylic acid (2.4 g) and methoxylamine hydrochloride (5.0 g) in water (144 ml) was adjusted to pH 4.9-5.0 with a saturated aqueous sodium bicarbonate and the mixture was stirred as ambient temperature for 4.7 hours. After water was added thereto in order to dissolve the insoluble material therein, the aqueous solution was concentrated to a volume of 100 ml. The precipitated material was collected by filtration, washed with water, followed by dissolving ... Reactants: C=C1c2ccccc2C=C(Br)c2ccccc21, CC(=O)[O-], CC(=O)[O-], C#C[Si](C)(C)C, CCCCCC, CC(C)NC(C)C, [Cu+2], O, c1ccc(P(c2ccccc2)c2ccccc2)cc1. Product: C=C1c2ccccc2C=C(C#C[Si](C)(C)C)c2ccccc21. RXN SMILES: [Br:1][C:2]1=[CH:3][c:4]2[c:5]([cH:14][cH:15][cH:16][cH:17]2)[C:6](=[CH2:13])[c:7]2[c:8]1[cH:9][cH:10][cH:11][cH:12]2.[C:57]([O-:58])(=[O:59])[CH3:60].[C:62]([O-:63])(=[O:64])[CH3:65].[CH3:37][Si:38]([CH3:39])([CH3:40])[C:41]#[CH:42].[CH3:50][CH2:51][CH2:52][CH2:53][CH2:54][CH3:55].[CH:43]([NH:44][CH:45]([CH3:46])[CH3:47])([CH3:48])[CH3:49].[Cu+2:61].[OH2:56].[c:18]1([P:19]([c:20]2[cH:21][cH:22][cH:23][cH:24][cH:25]2)[c:26]2[cH:27][cH:28][cH:29][cH:30][cH:31]2)[cH:32][cH:33][cH:34][cH:35][cH:36]1>>[C:2]1([C:42]#[C:41][Si:38]([CH3:37])([CH3:39])[CH3:40])=[CH:3][c:4]2[c:5]([cH:14][cH:15][cH:16][cH:17]2)[C:6](=[CH2:13])[c:7]2[c:8]1[cH:9][cH:10][cH:11][cH:12]2. Reactants: C(C(C)C)C1(C(CCCC1)=O)C (2-isobutyl-2-methyl-cyclohexanone), crude product, BrC1C(CCC(C1)C(C)C)=O (2-bromo-4-isopropyl-cyclohexanone). Yields the product BrC1CCCC(C1=O)(C)CC(C)C (6-bromo-2-isobutyl-2-methyl-cyclohexanone). As a reaction SMILES: [CH2:1]([C:5]1([CH3:12])[CH2:10][CH2:9][CH2:8][CH2:7][C:6]1=[O:11])[CH:2]([CH3:4])[CH3:3].[Br:13]C1CC(C(C)C)CCC1=O>>[Br:13][CH:7]1[C:6](=[O:11])[C:5]([CH2:1][CH:2]([CH3:4])[CH3:3])([CH3:12])[CH2:10][CH2:9][CH2:8]1. Procedure: The bromination of 2-isobutyl-2-methyl-cyclohexanone takes place in a manner similar to that described above for the preparation of 2-bromo-4-isopropyl-cyclohexanone. The title compound is reacted as a crude product without further characterization. The reactants are OBO, Cc1ccccc1Br, O=Cc1ccccc1. Yields the product Cc1ccccc1-c1ccc(C=O)cc1. RXN SMILES: [BH:9]([OH:10])[OH:11].[Br:1][c:2]1[c:3]([CH3:8])[cH:4][cH:5][cH:6][cH:7]1.[CH:12](=[O:13])[c:14]1[cH:15][cH:16][cH:17][cH:18][cH:19]1>>[c:2]1(-[c:17]2[cH:16][cH:15][c:14]([CH:12]=[O:13])[cH:19][cH:18]2)[c:3]([CH3:8])[cH:4][cH:5][cH:6][cH:7]1. Starting materials: ClC=1C2=C(N=CN1)SC1=C2CN(C1)C(=O)OCC (Ethyl 4-chloro-5,7-dihydro-6H-pyrrolo[3′,4′:4,5]thieno[2,3-d]pyrimidine-6-carboxylate), C(#C)C=1C=C(N)C=CC1 (3-ethynylaniline). The product is C(#C)C=1C=C(C=CC1)NC=1C2=C(N=CN1)SC1=C2CN(C1)C(=O)OCC (Ethyl 4-[(3-ethynylphenyl)amino]-5,7-dihydro-6H-pyrrolo[3′,4′:4,5]thieno[2,3-d]pyrimidine-6-carboxylate). As a reaction SMILES: Cl[C:2]1[C:3]2[C:10]3[CH2:11][N:12]([C:14]([O:16][CH2:17][CH3:18])=[O:15])[CH2:13][C:9]=3[S:8][C:4]=2[N:5]=[CH:6][N:7]=1.[C:19]([C:21]1[CH:22]=[C:23]([CH:25]=[CH:26][CH:27]=1)[NH2:24])#[CH:20]>>[C:19]([C:21]1[CH:22]=[C:23]([NH:24][C:2]2[C:3]3[C:10]4[CH2:11][N:12]([C:14]([O:16][CH2:17][CH3:18])=[O:15])[CH2:13][C:9]=4[S:8][C:4]=3[N:5]=[CH:6][N:7]=2)[CH:25]=[CH:26][CH:27]=1)#[CH:20]. Procedure details: In analogy to Example 22A, ethyl 4-chloro-5,7-dihydro-6H-pyrrolo[3′,4′:4,5]thieno[2,3-d]pyrimidine-6-carboxylate from Example 21A (235 mg, 0.83 mmol) and 3-ethynylaniline (102 mg, 0.87 mmol) were reacted to the title compound to yield 211 mg (67%). Reactants: CI, [Na+], [OH-], FC(F)(F)c1cccc(-c2ccnc(S)n2)c1. Yields the product CSc1nccc(-c2cccc(C(F)(F)F)c2)n1. As a reaction SMILES: [CH3:20][I:21].[Na+:19].[OH-:18].[SH:1][c:2]1[n:3][cH:4][cH:5][c:6](-[c:8]2[cH:9][c:10]([C:14]([F:15])([F:16])[F:17])[cH:11][cH:12][cH:13]2)[n:7]1>>[S:1]([c:2]1[n:3][cH:4][cH:5][c:6](-[c:8]2[cH:9][c:10]([C:14]([F:15])([F:16])[F:17])[cH:11][cH:12][cH:13]2)[n:7]1)[CH3:20]. The reactants are FC(C(C#CC1=CC=C(C=C1)S(=O)(=O)C1=CC=CC=C1)(O)C(F)F)F (4,4-difluoro-3-difluoromethyl-3-hydroxy-1-(4-phenylsulfonylphenyl)but-1-yne), [H-].[H-].[H-].[H-].[Li+].[Al+3] (LAH). RXN SMILES: [F:1][CH:2]([F:25])[C:3]([CH:22]([F:24])[F:23])([OH:21])[C:4]#[C:5][C:6]1[CH:11]=[CH:10][C:9]([S:12]([C:15]2[CH:20]=[CH:19][CH:18]=[CH:17][CH:16]=2)(=[O:14])=[O:13])=[CH:8][CH:7]=1.[H-].[H-].[H-].[H-].[Li+].[Al+3]>O1CCCC1>[F:25][CH:2]([F:1])[C:3]([CH:22]([F:23])[F:24])([OH:21])/[CH:4]=[CH:5]/[C:6]1[CH:7]=[CH:8][C:9]([S:12]([C:15]2[CH:20]=[CH:19][CH:18]=[CH:17][CH:16]=2)(=[O:14])=[O:13])=[CH:10][CH:11]=1 |f:1.2.3.4.5.6|. Run in O1CCCC1 (tetrahydrofuran). Run at time 18 hour. The product is FC(C(/C=C/C1=CC=C(C=C1)S(=O)(=O)C1=CC=CC=C1)(O)C(F)F)F (4,4-Difluoro-3-difluoromethyl-3-hydroxy-1-(4-phenylsulfonylphenyl)-trans-but-1-ene). Reported procedure: To a stirred solution of 4,4-difluoro-3-difluoromethyl-3-hydroxy-1-(4-phenylsulfonylphenyl)but-1-yne (555 mg, 1.49 mmol) in tetrahydrofuran (15 mL) was added LAH (65 mg, 1.71 mmol) in one portion and the mixture was allowed to stir for 18 hours. The reaction was quenched with Na2SO4.10H2O, filtered and evaporated. The resulting material was purified by chromatography, with diethyl ether:hexanes (60:40) as the eluent, followed by chromatography, with diethyl ether:hexanes (50:50) as the eluent. T... Starting materials: O=C(c1ccc(NCc2ccccc2)cc1)N1CCOC(c2ccccc2)C1, CN(C)S(=O)(=O)Cl, c1ccncc1. The product is CN(C)S(=O)(=O)N(Cc1ccccc1)c1ccc(C(=O)N2CCOC(c3ccccc3)C2)cc1. Reaction SMILES: [CH2:1]([c:2]1[cH:3][cH:4][cH:5][cH:6][cH:7]1)[NH:8][c:9]1[cH:10][cH:11][c:12]([C:15](=[O:16])[N:17]2[CH2:18][CH:19]([c:23]3[cH:24][cH:25][cH:26][cH:27][cH:28]3)[O:20][CH2:21][CH2:22]2)[cH:13][cH:14]1.[CH3:29][N:30]([S:31](=[O:32])(=[O:33])[Cl:34])[CH3:35].[cH:36]1[cH:37][cH:38][n:39][cH:40][cH:41]1>>[CH2:1]([c:2]1[cH:3][cH:4][cH:5][cH:6][cH:7]1)[N:8]([c:9]1[cH:10][cH:11][c:12]([C:15](=[O:16])[N:17]2[CH2:18][CH:19]([c:23]3[cH:24][cH:25][cH:26][cH:27][cH:28]3)[O:20][CH2:21][CH2:22]2)[cH:13][cH:14]1)[S:31]([N:30]([CH3:29])[CH3:35])(=[O:32])=[O:33]. Starting materials: O (water), BrC1=C2C=CC=CC2=C(C=2C3=C(SC21)C=CC=C3)C=3C(=C(C(=CC3)F)O)F (3-(6-bromo-benzo[b]naphtho[2,3-d]thiophen- 11-yl)-2,6 difluoro-phenol), C([O-])([O-])=O.[K+].[K+] (potassium carbonate), BrCC(=O)OC (methyl bromoacetate). Solvent: CN(C=O)C (N,N-dimethylformamide). Conditions: time 2.5 hour. Product: BrC1=C2C=CC=CC2=C(C=2C3=C(SC21)C=CC=C3)C=3C(=C(OCC(=O)OC)C(=CC3)F)F ([3-(6-bromo-benzo[b]naphtho[2, 3-d]thiophen-11-yl)-2, 6-difluoro-phenoxy]-acetic acid, methyl ester). Isolated yield 85.1%. Reaction SMILES: [Br:1][C:2]1[C:14]2[S:13][C:12]3[CH:15]=[CH:16][CH:17]=[CH:18][C:11]=3[C:10]=2[C:9]([C:19]2[C:20]([F:27])=[C:21]([OH:26])[C:22]([F:25])=[CH:23][CH:24]=2)=[C:8]2[C:3]=1[CH:4]=[CH:5][CH:6]=[CH:7]2.C(=O)([O-])[O-].[K+].[K+].Br[CH2:35][C:36]([O:38][CH3:39])=[O:37].O>CN(C)C=O>[Br:1][C:2]1[C:14]2[S:13][C:12]3[CH:15]=[CH:16][CH:17]=[CH:18][C:11]=3[C:10]=2[C:9]([C:19]2[C:20]([F:27])=[C:21]([C:22]([F:25])=[CH:23][CH:24]=2)[O:26][CH2:35][C:36]([O:38][CH3:39])=[O:37])=[C:8]2[C:3]=1[CH:4]=[CH:5][CH:6]=[CH:7]2 |f:1.2.3|. Reported procedure: To a suspension 3-(6-bromo-benzo[b]naphtho[2,3-d]thiophen- 11-yl)-2,6 difluoro-phenol (0.200 g, 0.453 mmol) and potassium carbonate (0.085, 0.612 mmol) in N,N-dimethylformamide (2 mL) was added methyl bromoacetate (0.086 mL, 0.906 mmol) dropwise at room temperature under a dry nitrogen atmosphere. After stirring 2.5 hours the reaction mixture was combined with water (50 mL) and the organics were extracted with ether. The extract was combined with silica gel, the solvent was removed and the adsor...